This data is from the Open Reaction Database (ORD), a public repository of structured organic reaction records. The task is: describe an organic reaction: reactants, conditions, products, and yield Starting materials: Cc1cc(O)c(F)cc1Br, O=C([O-])[O-], CC(C)=O, Cl, CI, [K+], [K+]. Product: COc1cc(C)c(Br)cc1F. Reaction SMILES: [Br:1][c:2]1[cH:3][c:4]([F:10])[c:5]([OH:9])[cH:6][c:7]1[CH3:8].[C:11](=[O:12])([O-:13])[O-:14].[CH3:20][C:21](=[O:22])[CH3:23].[ClH:19].[I:17][CH3:18].[K+:15].[K+:16]>>[Br:1][c:2]1[cH:3][c:4]([F:10])[c:5]([O:9][CH3:11])[cH:6][c:7]1[CH3:8].